describe an organic reaction: reactants, conditions, products, and yield From a dataset of the Open Reaction Database (ORD), a public repository of structured organic reaction records. Starting materials: Clc1cccc(CBr)c1, O=C1CCCCCCC1, C1CCOC1, C[Si](C)(C)[N-][Si](C)(C)C, [Li+]. Yields the product O=C1CCCCCCC1Cc1cccc(Cl)c1. As a reaction SMILES: [Br:20][CH2:21][c:22]1[cH:23][c:24]([Cl:28])[cH:25][cH:26][cH:27]1.[C:1]1(=[O:9])[CH2:2][CH2:3][CH2:4][CH2:5][CH2:6][CH2:7][CH2:8]1.[CH2:29]1[O:30][CH2:31][CH2:32][CH2:33]1.[CH3:11][Si:12]([N-:13][Si:14]([CH3:15])([CH3:16])[CH3:17])([CH3:18])[CH3:19].[Li+:10]>>[C:1]1(=[O:9])[CH:2]([CH2:21][c:22]2[cH:23][c:24]([Cl:28])[cH:25][cH:26][cH:27]2)[CH2:3][CH2:4][CH2:5][CH2:6][CH2:7][CH2:8]1. Reactants: [Ba+2], ClCCl, CC(=CCCC(C)=CCCC(C)=CC=C(CO)C(C)C)CCl, O=[Mn](=O)([O-])[O-], C=CCO. The product is CC(=CCCC(C)=CCCC(C)=CC=C(C=O)C(C)C)CCl. RXN SMILES: [Ba+2:32].[CH2:33]([Cl:34])[Cl:35].[Cl:5][CH2:6][C:7](=[CH:8][CH2:9][CH2:10][C:11](=[CH:12][CH2:13][CH2:14][C:15](=[CH:16][CH:17]=[C:18]([CH2:19][OH:20])[CH:21]([CH3:22])[CH3:23])[CH3:24])[CH3:25])[CH3:26].[Mn:27]([O-:28])([O-:29])(=[O:30])=[O:31].[OH:1][CH2:2][CH:3]=[CH2:4]>>[Cl:5][CH2:6][C:7](=[CH:8][CH2:9][CH2:10][C:11](=[CH:12][CH2:13][CH2:14][C:15](=[CH:16][CH:17]=[C:18]([CH:19]=[O:20])[CH:21]([CH3:22])[CH3:23])[CH3:24])[CH3:25])[CH3:26].